This data is from the Open Reaction Database (ORD), a public repository of structured organic reaction records. The task is: describe an organic reaction: reactants, conditions, products, and yield Starting materials: Cc1cc(C)c(O)c(C)c1, Cc1ccccc1, CN(C)C=O, O=C(CCl)Nc1ccccc1, [Na+], [OH-], O, Oc1c(Cl)cccc1Cl. The product is Clc1cccc(Cl)c1Nc1ccccc1. RXN SMILES: [CH3:1][c:2]1[cH:3][c:4]([CH3:5])[cH:6][c:7]([CH3:8])[c:9]1[OH:10].[CH3:34][c:35]1[cH:36][cH:37][cH:38][cH:39][cH:40]1.[CH3:41][N:42]([CH3:43])[CH:44]=[O:45].[Cl:22][CH2:23][C:24](=[O:25])[NH:26][c:27]1[cH:28][cH:29][cH:30][cH:31][cH:32]1.[Na+:12].[OH-:11].[OH2:33].[OH:13][c:14]1[c:15]([Cl:16])[cH:17][cH:18][cH:19][c:20]1[Cl:21]>>[c:14]1([NH:26][c:27]2[cH:28][cH:29][cH:30][cH:31][cH:32]2)[c:15]([Cl:16])[cH:17][cH:18][cH:19][c:20]1[Cl:21]. Starting materials: N1C=NC(=C1)S(=O)(=O)N1C(=NC=C1)C (1-(4-IMIDAZOLYLSULFONYL)-2-METHYLIMIDAZOLE), Cl (hydrogen chloride). The solvent is C(C)O (ethanol). Run at time 15 minute. Product: Cl.N1C=NC(=C1)S(=O)(=O)N1C(=NC=C1)C (1-(4-IMIDAZOLYLSULFONYL)-2-METHYLIMIDAZOLE HYDROCHLORIDE). RXN SMILES: [NH:1]1[CH:5]=[C:4]([S:6]([N:9]2[CH:13]=[CH:12][N:11]=[C:10]2[CH3:14])(=[O:8])=[O:7])[N:3]=[CH:2]1.[ClH:15]>C(O)C>[ClH:15].[NH:1]1[CH:5]=[C:4]([S:6]([N:9]2[CH:13]=[CH:12][N:11]=[C:10]2[CH3:14])(=[O:7])=[O:8])[N:3]=[CH:2]1 |f:3.4|. Procedure: A solution of 2.12 g of 1-(4-imidazolesulfonyl)-2-methylimidazole from Example 2 was dissolved in 100 ml of absolute ethanol in a dry flask equipped with a drying tube. A 50 ml aliquot of saturated ethereal hydrogen chloride was added over a five minute period. No precipitate formed immediately but did after about 15 minutes. The mixture was chilled in an ice bath for an additional 30 minutes and the precipitate filtered under a nitrogen atmosphere and dried under vacuum. The yield of white crys...